Dataset: the Open Reaction Database (ORD), a public repository of structured organic reaction records. Task: describe an organic reaction: reactants, conditions, products, and yield Starting materials: C(C)OC(=O)C=1N=C(SC1C)NC1=CC=C(C=C1)Cl (2-(4-Chloro-phenylamino)-5-methyl-thiazole-4-carboxylic acid ethyl ester), [OH-].[K+] (KOH). The solvent is C1CCOC1 (THF). Reaction conditions: temperature 50 celsius. Yields the product ClC1=CC=C(C=C1)NC=1SC(=C(N1)C(=O)O)C (2-(4-Chloro-phenylamino)-5-methyl-thiazole-4-carboxylic acid). Isolated yield 44.7%. As a reaction SMILES: C([O:3][C:4]([C:6]1[N:7]=[C:8]([NH:12][C:13]2[CH:18]=[CH:17][C:16]([Cl:19])=[CH:15][CH:14]=2)[S:9][C:10]=1[CH3:11])=[O:5])C.[OH-].[K+]>C1COCC1>[Cl:19][C:16]1[CH:15]=[CH:14][C:13]([NH:12][C:8]2[S:9][C:10]([CH3:11])=[C:6]([C:4]([OH:5])=[O:3])[N:7]=2)=[CH:18][CH:17]=1 |f:1.2|. Reported procedure: A mixture of 5.1 g (18 mmol) 2-(4-Chloro-phenylamino)-5-methyl-thiazole-4-carboxylic acid ethyl ester and 10.8 ml 5M aq. KOH in 50 ml THF was heated to 50° C. for 16 h. After evaporation of the volatiles 100 ml water and 6 ml HOAc was added and the mixture was extracted 3× with 500 ml ethyl acetate. The combined organic layers were washed 3× with 200 ml water and concentrated at 40° C. under reduced pressure until precipitation started. After cooling to room temperature the crystals were filtere... Starting materials: CC(C)(C)OC(=O)CC(N)C(N)=O, CCOC(C)=O, COC(=O)c1ccc(S(=O)(=O)Cl)c(OCc2ccccc2)c1, ClCCl, c1ccncc1. Product: COC(=O)c1ccc(S(=O)(=O)NC(CC(=O)OC(C)(C)C)C(N)=O)c(OCc2ccccc2)c1. RXN SMILES: [C:26]([CH3:27])([CH3:28])([CH3:29])[O:30][C:31]([CH2:32][CH:33]([C:34](=[O:35])[NH2:36])[NH2:37])=[O:38].[CH3:45][CH2:46][O:47][C:48](=[O:49])[CH3:50].[CH3:4][O:5][C:6]([c:7]1[cH:8][c:9]([O:17][CH2:18][c:19]2[cH:20][cH:21][cH:22][cH:23][cH:24]2)[c:10]([S:13](=[O:14])(=[O:15])[Cl:16])[cH:11][cH:12]1)=[O:25].[Cl:1][CH2:2][Cl:3].[cH:39]1[cH:40][cH:41][n:42][cH:43][cH:44]1>>[CH3:4][O:5][C:6]([c:7]1[cH:8][c:9]([O:17][CH2:18][c:19]2[cH:20][cH:21][cH:22][cH:23][cH:24]2)[c:10]([S:13](=[O:14])(=[O:15])[NH:37][CH:33]([CH2:32][C:31]([O:30][C:26]([CH3:27])([CH3:28])[CH3:29])=[O:38])[C:34](=[O:35])[NH2:36])[cH:11][cH:12]1)=[O:25]. Starting materials: CC1=C(C(=O)C2=C(C(=O)O)C=CC=C2)C=CC(=C1)C (2-(2,4-Dimethylbenzoyl)benzoic acid), O.NN (hydrazine hydrate), C1(=CC=CC=C1)P(=O)(C1=CC=CC=C1)ON (O-(diphenylphosphoryl)hydroxylamine). Product: NN1C(C2=CC=CC=C2C(=N1)C1=C(C=C(C=C1)C)C)=O (2-amino-4-(2,4-dimethylphenyl)phthalazin-1(2H)-one). Reaction SMILES: [CH3:1][C:2]1[CH:18]=[C:17]([CH3:19])[CH:16]=[CH:15][C:3]=1[C:4]([C:6]1[CH:14]=[CH:13][CH:12]=[CH:11][C:7]=1[C:8](O)=O)=O.[OH2:20].[NH2:21][NH2:22].C1(P(O[NH2:38])(C2C=CC=CC=2)=O)C=CC=CC=1>>[NH2:21][N:22]1[N:38]=[C:4]([C:3]2[CH:15]=[CH:16][C:17]([CH3:19])=[CH:18][C:2]=2[CH3:1])[C:6]2[C:7](=[CH:11][CH:12]=[CH:13][CH:14]=2)[C:8]1=[O:20] |f:1.2|. Procedure details: 2-(2,4-Dimethylbenzoyl)benzoic acid was treated with hydrazine hydrate using a method similar to that described in Example 11A [MS (APCI+) M/Z 251 (M+H)+], followed by treatment with O-(diphenylphosphoryl)hydroxylamine using a method similar to that described in Example 1B to give the title compound. The reactants are BrC=1C=C(C(=C(C1)NC(C1=CC=C(C=C1)C(C)C)=O)NCCOC)OC (N-[5-bromo-3-methoxy-2-(2-methoxy-ethylamino)-phenyl]-4-isopropyl-benzamide), C(C)(=O)OCC (ethyl acetate). Run in CC(=O)O (AcOH). Product: BrC1=CC2=C(N(C(=N2)C2=CC=C(C=C2)C(C)C)CCOC)C(=C1)OC (5-Bromo-2-(4-isopropyl-phenyl)-7-methoxy-1-(2-methoxy-ethyl)-1H-benzoimidazole). The yield is 87.6%. Reaction SMILES: [Br:1][C:2]1[CH:3]=[C:4]([O:25][CH3:26])[C:5]([NH:20][CH2:21][CH2:22][O:23][CH3:24])=[C:6]([NH:8][C:9](=O)[C:10]2[CH:15]=[CH:14][C:13]([CH:16]([CH3:18])[CH3:17])=[CH:12][CH:11]=2)[CH:7]=1.C(OCC)(=O)C>CC(O)=O>[Br:1][C:2]1[CH:3]=[C:4]([O:25][CH3:26])[C:5]2[N:20]([CH2:21][CH2:22][O:23][CH3:24])[C:9]([C:10]3[CH:15]=[CH:14][C:13]([CH:16]([CH3:18])[CH3:17])=[CH:12][CH:11]=3)=[N:8][C:6]=2[CH:7]=1. Reported procedure: A solution of 748 mg (1.77 mmol) N-[5-bromo-3-methoxy-2-(2-methoxy-ethylamino)-phenyl]-4-isopropyl-benzamide in 10 ml AcOH is stirred at 100° C. for 2 h. The reaction mixture is cooled to room temperature 200 ml ethyl acetate is added. The solution is washed with 4N NaOH (2×) and with water and brine, dried over MgSO4, filtered and concentrated in vacuo. The residue is purified by flash-chromatography on silica gel (hexane:EtOAc=3:1) to afford 625 mg of the title compound as a colorless solid. Reactants: CC1CC(NN=C1C=1C=CC(=NC1)N)=O (4,5-dihydro-5-methyl-6-(2-amino-5-pyridyl)-3(2H)-pyridazinone), COC1OC(CC1)OC (2,5-dimethoxytetrahydrofuran). Solvent: C(C)(=O)O (acetic acid). Yields the product CC1CC(NN=C1C=1C=CC(=NC1)N1C=CC=C1)=O (4,5-Dihydro-5-methyl-6-[2-(1-pyrrolyl)-5-pyridyl]-3(2H)-pyridazinone). RXN SMILES: [CH3:1][CH:2]1[C:7]([C:8]2[CH:9]=[CH:10][C:11]([NH2:14])=[N:12][CH:13]=2)=[N:6][NH:5][C:4](=[O:15])[CH2:3]1.CO[CH:18]1[CH2:22][CH2:21][CH:20](OC)O1>C(O)(=O)C>[CH3:1][CH:2]1[C:7]([C:8]2[CH:9]=[CH:10][C:11]([N:14]3[CH:18]=[CH:22][CH:21]=[CH:20]3)=[N:12][CH:13]=2)=[N:6][NH:5][C:4](=[O:15])[CH2:3]1. Procedure: A mixture of 1.0 g. (5 mmole) 4,5-dihydro-5-methyl-6-(2-amino-5-pyridyl)-3(2H)-pyridazinone, 0.66 g. (5 mmole) 2,5-dimethoxytetrahydrofuran and 15 ml. acetic acid was heated under reflux for 30 minutes. The reaction mixture was evaporated, the residue was taken up in dichloromethane, washes with an aqueous solution of sodium hydrogen carbonate, evaporated and the residue chromatographed on silica gel (elution agent: trichloromethane/methanol 19:1 v/v). There were obained 0.5 g. of the title comp... Starting materials: C(C)N(CCN1C(C2=C(CCC1)NC(=C2C)C=O)=O)CC (5-(2-diethylamino-ethyl)-3-methyl-4-oxo-1,4,5,6,7,8-hexahydro-pyrrolo[3,2-c]azepine-2-carbaldehyde), FC1=C(C=CC=C1F)C1=C2CC(NC2=CC=C1F)=O (4-(2,3-difluoro-phenyl)-5-fluoro-1,3-dihydro-indol-2-one), N1CCCCC1 (piperidine). Solvent: C(C)O (ethanol). Product: title compound, CC1=CNC2=C1C(NCCC2)=O (3-methyl-5,6,7,8-tetrahydropyrrolo[3,2-c]azepin-4(1H)-one). Yield: 56.0%. RXN SMILES: C(N(CC)CC[N:6]1[CH2:12][CH2:11][CH2:10][C:9]2[NH:13][C:14](C=O)=[C:15]([CH3:16])[C:8]=2[C:7]1=[O:19])C.FC1C(F)=CC=CC=1C1C(F)=CC=C2C=1CC(=O)N2.N1CCCCC1>C(O)C>[CH3:16][C:15]1[C:8]2[C:7](=[O:19])[NH:6][CH2:12][CH2:11][CH2:10][C:9]=2[NH:13][CH:14]=1. Procedure details: 5-(2-Diethylamino-ethyl)-3-methyl-4-oxo-1,4,5,6,7,8-hexahydro-pyrrolo[3,2-c]azepine-2-carbaldehyde 1j (73 mg, 0.25 mmol) and 4-(2,3-difluoro-phenyl)-5-fluoro-1,3-dihydro-indol-2-one 74 g (60 mg, 0.23 mmol) were dissolved in 2 ml of ethanol, and added with 35 μl of piperidine to the solution at room temperature. Upon completion of the addition, the mixture was heated to reflux for 2 hours. After thin lay chromatography showed the disappearance of starting materials, the reaction mixture was natur...